Dataset: the Open Reaction Database (ORD), a public repository of structured organic reaction records. Task: describe an organic reaction: reactants, conditions, products, and yield Reactants: C(C)(=O)O (acetic acid), O(C1=CC=CC=C1)C=1C=C(C=CC1)CC(CN1CC(=CCC1)COC)C (N-[3-(m-Phenoxyphenyl)-2-methylpropyl]-3-methoxymethyl-1,2,5,6-tetrahydropyridine), resultant mixture. The reagents and catalysts are [C].[Pd] (palladium-carbon). Solvent: C(C)O (ethanol). The product is O(C1=CC=CC=C1)C=1C=C(C=CC1)CC(CN1CC(CCC1)COC)C (N-[3-(m-phenoxyphenyl)-2-methylpropyl]-3-methoxymethylpiperidine). Isolated yield 94.5%. RXN SMILES: [O:1]([C:8]1[CH:9]=[C:10]([CH2:14][CH:15]([CH3:26])[CH2:16][N:17]2[CH2:22][CH2:21][CH:20]=[C:19]([CH2:23][O:24][CH3:25])[CH2:18]2)[CH:11]=[CH:12][CH:13]=1)[C:2]1[CH:7]=[CH:6][CH:5]=[CH:4][CH:3]=1.C(O)(=O)C>C(O)C.[C].[Pd]>[O:1]([C:8]1[CH:9]=[C:10]([CH2:14][CH:15]([CH3:26])[CH2:16][N:17]2[CH2:22][CH2:21][CH2:20][CH:19]([CH2:23][O:24][CH3:25])[CH2:18]2)[CH:11]=[CH:12][CH:13]=1)[C:2]1[CH:3]=[CH:4][CH:5]=[CH:6][CH:7]=1 |f:3.4|. Reported procedure: N-[3-(m-Phenoxyphenyl)-2-methylpropyl]-3-methoxymethyl-1,2,5,6-tetrahydropyridine (0.2 g) was dissolved in ethanol (20 ml), followed by addition of acetic acid (1 ml) thereto. To the resultant mixture, 5% palladium-carbon (0.2 g) was added at room temperature under nitrogen stream, and then hydrogenation was carried out under nitrogen stream. After absorption of hydrogen was completed, the catalyst was removed by filtration, and the filtrate was combined with 15% aqueous sodium hydroxide solutio... Reactants: CCOC(=O)CC1SC2(CCN(C(=O)OC(C)(C)C)CC2)N(CCc2ccccc2)C1=O, ClCCl, O=C(O)C(F)(F)F. The product is CCOC(=O)CC1SC2(CCNCC2)N(CCc2ccccc2)C1=O. RXN SMILES: [CH2:1]([CH3:2])[O:3][C:4]([CH2:5][CH:6]1[S:7][C:8]2([N:9]([CH2:12][CH2:13][c:14]3[cH:15][cH:16][cH:17][cH:18][cH:19]3)[C:10]1=[O:11])[CH2:20][CH2:21][N:22]([C:25]([O:26][C:27]([CH3:28])([CH3:29])[CH3:30])=[O:31])[CH2:23][CH2:24]2)=[O:32].[CH2:40]([Cl:41])[Cl:42].[OH:33][C:34]([C:35]([F:36])([F:37])[F:38])=[O:39]>>[CH2:1]([CH3:2])[O:3][C:4]([CH2:5][CH:6]1[S:7][C:8]2([N:9]([CH2:12][CH2:13][c:14]3[cH:15][cH:16][cH:17][cH:18][cH:19]3)[C:10]1=[O:11])[CH2:20][CH2:21][NH:22][CH2:23][CH2:24]2)=[O:32]. Starting materials: CO, Cc1cc(C(=O)NCc2cccc(OC(=O)c3cc(F)cc(F)c3)c2)cc(Cl)c1C(=O)NC(CNC(=O)c1cc(F)cc(F)c1)C(=O)O, [Na+], [OH-]. Yields the product Cc1cc(C(=O)NCc2cccc(O)c2)cc(Cl)c1C(=O)NC(CNC(=O)c1cc(F)cc(F)c1)C(=O)O. RXN SMILES: [CH3:51][OH:52].[Cl:3][c:4]1[c:5]([C:6](=[O:7])[NH:8][CH:9]([CH2:10][NH:11][C:12]([c:13]2[cH:14][c:15]([F:20])[cH:16][c:17]([F:19])[cH:18]2)=[O:21])[C:22](=[O:23])[OH:24])[c:25]([CH3:50])[cH:26][c:27]([C:29](=[O:30])[NH:31][CH2:32][c:33]2[cH:34][c:35]([O:39][C:40](=[O:41])[c:42]3[cH:43][c:44]([F:45])[cH:46][c:47]([F:48])[cH:49]3)[cH:36][cH:37][cH:38]2)[cH:28]1.[Na+:2].[OH-:1]>>[Cl:3][c:4]1[c:5]([C:6](=[O:7])[NH:8][CH:9]([CH2:10][NH:11][C:12]([c:13]2[cH:14][c:15]([F:20])[cH:16][c:17]([F:19])[cH:18]2)=[O:21])[C:22](=[O:23])[OH:24])[c:25]([CH3:50])[cH:26][c:27]([C:29](=[O:30])[NH:31][CH2:32][c:33]2[cH:34][c:35]([OH:39])[cH:36][cH:37][cH:38]2)[cH:28]1. Solvent: N1=CC=CC=C1 (pyridine). Reactants: NC=1C(=C(C(=O)C2=CNC3=NC=C(C=C32)C#N)C(=CC1)F)F (3-(3-amino-2,6-difluoro-benzoyl)-1H-pyrrolo[2,3-b]pyridine-5-carbonitrile), CN(S(=O)(=O)Cl)C (N,N-dimethylamino-sulfonyl chloride). Reaction SMILES: [NH2:1][C:2]1[C:3]([F:22])=[C:4]([C:18]([F:21])=[CH:19][CH:20]=1)[C:5]([C:7]1[C:15]2[C:10](=[N:11][CH:12]=[C:13]([C:16]#[N:17])[CH:14]=2)[NH:9][CH:8]=1)=[O:6].[CH3:23][N:24]([CH3:29])[S:25](Cl)(=[O:27])=[O:26]>N1C=CC=CC=1>[C:16]([C:13]1[CH:14]=[C:15]2[C:7]([C:5]([C:4]3[C:3]([F:22])=[C:2]([NH:1][S:25]([N:24]([CH3:29])[CH3:23])(=[O:27])=[O:26])[CH:20]=[CH:19][C:18]=3[F:21])=[O:6])=[CH:8][NH:9][C:10]2=[N:11][CH:12]=1)#[N:17]. Reported procedure: To 3-(3-amino-2,6-difluoro-benzoyl)-1H-pyrrolo[2,3-b]pyridine-5-carbonitrile (28, 50.0 mg, 0.168 mmol), 0.50 mL of pyridine was added, followed by addition of N,N-dimethylamino-sulfonyl chloride (32, 54 μL, 0.51 mmol) and the solution was stirred at room temperature for 2 days. The reaction mixture was extracted with 1 M aqueous hydrochloric acid and with ethyl acetate. The organic layer was washed with water, then brine, dried over magnesium sulfate, filtered, and the filtrate was concentrated ... The product is C(#N)C=1C=C2C(=NC1)NC=C2C(=O)C=2C(=C(C=CC2F)NS(=O)(=O)N(C)C)F (N,N-dimethylamino-sulfonic acid [3-(5-cyano-1H-pyrrolo[2,3-b]pyridine-3-carbonyl)-2,4-difluoro-phenyl]-amide). Isolated yield 41.1%. Reaction conditions: time 2 day. The reactants are O=C[C@H](O)[C@@H](O)[C@H](O)[C@H](O)CO (glucose), C=1N=C(C2=C(N1)N(C=N2)[C@H]3[C@@H]([C@@H]([C@H](O3)COP(=O)(O)OP(=O)(O)OC[C@@H]4[C@H]([C@H]([C@@H](O4)N5C=CCC(=C5)C(=O)N)O)O)O)O)N (NAD), C(C1=CC=CC=C1)N1CC(CC1)=O (N-benzyl-3-pyrrolidinone), Cl (hydrochloric acid), [OH-].[Na+] (sodium hydroxide), [OH-].[Na+] (sodium hydroxide). Conditions: temperature 30 celsius, time 18 hour. Product: C(C1=CC=CC=C1)N1CC(CC1)O (N-benzyl-3-pyrrolidinol). Yield: 96.0%. RXN SMILES: O=C[C@@H]([C@H]([C@@H]([C@@H](CO)O)O)O)O.C1N=C(N)C2N=CN([C@@H]3O[C@H](COP(OP(OC[C@H]4O[C@@H](N5C=C(C(N)=O)CC=C5)[C@H](O)[C@@H]4O)(O)=O)(O)=O)[C@@H](O)[C@H]3O)C=2N=1.[CH2:57]([N:64]1[CH2:68][CH2:67][C:66](=[O:69])[CH2:65]1)[C:58]1[CH:63]=[CH:62][CH:61]=[CH:60][CH:59]=1.Cl.[OH-].[Na+]>>[CH2:57]([N:64]1[CH2:68][CH2:67][CH:66]([OH:69])[CH2:65]1)[C:58]1[CH:59]=[CH:60][CH:61]=[CH:62][CH:63]=1 |f:4.5|. Reported procedure: The culture of the recombinant Escherichia coli HB101(pNTDRG1) as obtained in Example 8 was subjected to ultrasonic cell disruption using SONIFIRE 250 (product of BRANSON). To 20 ml of this cell disruption fluid, there were added 2 g of glucose, 1 mg of NAD and 1 g of N-benzyl-3-pyrrolidinone. This reaction mixture was stirred at 30° C. for 18 hours under a nitrogen atmosphere while adjusting the pH to 6.5 by adding 5 M hydrochloric acid and sodium hydroxide solution. After completion of the rea... The reactants are Cc1cc(-c2nc(-c3ccc(CC(=O)O)cc3)no2)cnc1CC(C)C, ClCCCl, CCN(C(C)C)C(C)C, Cl, NCCO, CN(C)C=O, On1nnc2ccccc21. The product is Cc1cc(-c2nc(-c3ccc(CC(=O)NCCO)cc3)no2)cnc1CC(C)C. As a reaction SMILES: [CH2:1]([CH:2]([CH3:3])[CH3:4])[c:5]1[c:6]([CH3:26])[cH:7][c:8](-[c:11]2[n:12][c:13](-[c:16]3[cH:17][cH:18][c:19]([CH2:22][C:23](=[O:24])[OH:25])[cH:20][cH:21]3)[n:14][o:15]2)[cH:9][n:10]1.[CH2:27]([Cl:28])[CH2:29][Cl:30].[CH:42]([N:43]([CH2:44][CH3:45])[CH:46]([CH3:47])[CH3:48])([CH3:49])[CH3:50].[ClH:31].[NH2:51][CH2:52][CH2:53][OH:54].[O:55]=[CH:56][N:57]([CH3:58])[CH3:59].[OH:32][n:33]1[c:34]2[c:35]([cH:36][cH:37][cH:38][cH:39]2)[n:40][n:41]1>>[CH2:1]([CH:2]([CH3:3])[CH3:4])[c:5]1[c:6]([CH3:26])[cH:7][c:8](-[c:11]2[n:12][c:13](-[c:16]3[cH:17][cH:18][c:19]([CH2:22][C:23](=[O:24])[NH:51][CH2:52][CH2:53][OH:54])[cH:20][cH:21]3)[n:14][o:15]2)[cH:9][n:10]1.